The task is: describe an organic reaction: reactants, conditions, products, and yield. This data is from the Open Reaction Database (ORD), a public repository of structured organic reaction records. Reactants: [O-]CC.[Na+] (sodium ethoxide), C(C)O (ethanol), C(C)(C)N(C(C)C)CC (N,N-diisopropylethylamine), (benzotriazol-lyloxy)-tris(dimethylamino)-phosphoniumhexafluorophosphate, C(C)OC(=O)[C@@H]1[C@H]2CC[C@@H]([C@@H]1NCC1=CC=C(C=C1)F)C2 ((1S,2R,3S,4R)-3-(4-fluoro-benzylamino)-bicyclo[2.2.1]heptane-2-carboxylic acid ethyl ester), IC1=CC2=C(NC(=NS2(=O)=O)CC(=O)O)C=C1 ((7-iodo-1,1-dioxo-1,4-dihydro-1λ6-benzo[1,2,4]thiadiazin-3-yl)-acetic acid). The solvent is CN(C=O)C (N,N-dimethylformamide). Conditions: temperature 25 celsius, time 19 hour. The product is FC1=CC=C(CN2[C@H]3[C@@H]4CC[C@H]([C@H]3C(=C(C2=O)C2=NS(C3=C(N2)C=CC(=C3)I)(=O)=O)O)C4)C=C1 ((1R,2S,7R,8S)-3-(4-fluoro-benzyl)-6-hydroxy-5-(7-iodo-1,1-dioxo-1,4-dihydro-1λ6-benzo[1,2,4]thiadiazin-3-yl)-3-aza-tricyclo[6.2.1.02,7]undec-5-en-4-one). Isolated yield 49.3%. Reaction SMILES: C(N(CC)C(C)C)(C)C.C(O[C:13]([C@H:15]1[C@@H:20]([NH:21][CH2:22][C:23]2[CH:28]=[CH:27][C:26]([F:29])=[CH:25][CH:24]=2)[C@H:19]2[CH2:30][C@@H:16]1[CH2:17][CH2:18]2)=[O:14])C.[I:31][C:32]1[CH:47]=[CH:46][C:35]2[NH:36][C:37]([CH2:42][C:43](O)=[O:44])=[N:38][S:39](=[O:41])(=[O:40])[C:34]=2[CH:33]=1.[O-]CC.[Na+].C(O)C>CN(C)C=O>[F:29][C:26]1[CH:25]=[CH:24][C:23]([CH2:22][N:21]2[C:43](=[O:44])[C:42]([C:37]3[NH:36][C:35]4[CH:46]=[CH:47][C:32]([I:31])=[CH:33][C:34]=4[S:39](=[O:41])(=[O:40])[N:38]=3)=[C:13]([OH:14])[C@H:15]3[C@@H:20]2[C@H:19]2[CH2:30][C@@H:16]3[CH2:17][CH2:18]2)=[CH:28][CH:27]=1 |f:3.4|. Procedure: N,N-diisopropylethylamine (1.79 mL, 10 3 mmol) and (benzotriazol-lyloxy)-tris(dimethylamino)-phosphoniumhexafluorophosphate (1.52 g, 3.44 mmol) were added sequentially to a solution of (1S,2R,3S,4R)-3-(4-fluoro-benzylamino)-bicyclo[2.2.1]heptane-2-carboxylic acid ethyl ester (prepared as described in Example 61, 1.0 g, 3.43 mmol) and (7-iodo-1,1-dioxo-1,4-dihydro-1λ6-benzo[1,2,4]thiadiazin-3-yl)-acetic acid (prepared as described in US patent application US 2008/0031852, 1.26 g, 3.44 mmol) in N,... Starting materials: S(=O)(Cl)Cl (Thionyl chloride), N1=C(CC(=O)O)C=CC2=CC=CC=C12 (quinaldinic acid), C(C1=CC=CC=C1)N1CCNCC1 (N-benzylpiperazine). The solvent is C(Cl)(Cl)Cl (chloroform), CC(=O)C (acetone). Run at time 6 hour. Yields the product Cl.C(C1=CC=CC=C1)N1CCN(CC1)C(=O)C1=NC2=CC=CC=C2C=C1 (1-benzyl-4-(2-quinolylcarbonyl)piperazine hydrochloride), powder. The yield is 97.5%. RXN SMILES: S(Cl)([Cl:3])=[O:2].[N:5]1[C:18]2[C:13](=[CH:14][CH:15]=[CH:16][CH:17]=2)[CH:12]=[CH:11][C:6]=1[CH2:7]C(O)=O.[CH2:19]([N:26]1[CH2:31][CH2:30][NH:29][CH2:28][CH2:27]1)[C:20]1[CH:25]=[CH:24][CH:23]=[CH:22][CH:21]=1>C(Cl)(Cl)Cl.CC(C)=O>[ClH:3].[CH2:19]([N:26]1[CH2:31][CH2:30][N:29]([C:7]([C:6]2[CH:11]=[CH:12][C:13]3[C:18](=[CH:17][CH:16]=[CH:15][CH:14]=3)[N:5]=2)=[O:2])[CH2:28][CH2:27]1)[C:20]1[CH:21]=[CH:22][CH:23]=[CH:24][CH:25]=1 |f:5.6|. Procedure: Thionyl chloride (6 ml) was added to a suspension of quinaldinic acid (3.463 g, 20 mmol) in chloroform (40 ml). After the resulting mixture was heated under reflux and stirring for 6 hours, the solvent was distilled off. The residue was dissolved in acetone (50 ml), followed by the addition of a solution of N-benzylpiperazine (10.576 g, 60 mmol) in acetone (50 ml). The thus-obtained mixture was stirred for 1 hour. A deposited precipitate was removed, and the solvent was distilled off. The residu... The reactants are C[C@@H]1N(CCC1)[C@@H]1CN(CC1)C=1C=C2CCNCC2=CC1 (6-((2S,3′S)-2-methyl-[1,3′]bipyrrolidinyl-1′-yl)-1,2,3,4-tetrahydro-isoquinoline), BrC1=NC=CC(=C1)C (2-bromo-4-methyl-pyridine). Yields the product C[C@@H]1N(CCC1)[C@@H]1CN(CC1)C=1C=C2CCN(CC2=CC1)C1=NC=CC(=C1)C (6-((2S,3′S)-2-Methyl-[1,3′]bipyrrolidinyl-1′-yl)-2-(4-methyl-pyridin-2-yl)-1,2,3,4-tetrahydro-isoquinoline). RXN SMILES: [CH3:1][C@H:2]1[CH2:6][CH2:5][CH2:4][N:3]1[C@H:7]1[CH2:11][CH2:10][N:9]([C:12]2[CH:13]=[C:14]3[C:19](=[CH:20][CH:21]=2)[CH2:18][NH:17][CH2:16][CH2:15]3)[CH2:8]1.Br[C:23]1[CH:28]=[C:27]([CH3:29])[CH:26]=[CH:25][N:24]=1>>[CH3:1][C@H:2]1[CH2:6][CH2:5][CH2:4][N:3]1[C@H:7]1[CH2:11][CH2:10][N:9]([C:12]2[CH:13]=[C:14]3[C:19](=[CH:20][CH:21]=2)[CH2:18][N:17]([C:23]2[CH:28]=[C:27]([CH3:29])[CH:26]=[CH:25][N:24]=2)[CH2:16][CH2:15]3)[CH2:8]1. Procedure: The title compound was synthesized in substantially the same way as Example 1 by condensation of 6-((2S,3′S)-2-methyl-[1,3′]bipyrrolidinyl-1′-yl)-1,2,3,4-tetrahydro-isoquinoline with 2-bromo-4-methyl-pyridine. Starting materials: CCN=C=NCCCN(C)C, CN(C)C(=O)c1ccc(C=CC(=O)O)cc1, CN(C)C=O, Cl, Cc1ccc2cccc(OCc3c(Cl)ccc(-n4cccc4CN)c3Cl)c2n1, O, On1nnc2ccccc21. Product: Cc1ccc2cccc(OCc3c(Cl)ccc(-n4cccc4CNC(=O)C=Cc4ccc(C(=O)N(C)C)cc4)c3Cl)c2n1. Reaction SMILES: [CH2:46]([N:47]=[C:48]=[N:49][CH2:50][CH2:51][CH2:52][N:53]([CH3:54])[CH3:55])[CH3:56].[CH3:29][N:30]([C:31](=[O:32])[c:33]1[cH:34][cH:35][c:36]([CH:37]=[CH:38][C:39](=[O:40])[OH:41])[cH:42][cH:43]1)[CH3:44].[CH3:67][N:68]([CH3:69])[CH:70]=[O:71].[ClH:45].[NH2:1][CH2:2][c:3]1[n:4](-[c:8]2[c:9]([Cl:28])[c:10]([CH2:15][O:16][c:17]3[cH:18][cH:19][cH:20][c:21]4[cH:22][cH:23][c:24]([CH3:27])[n:25][c:26]34)[c:11]([Cl:14])[cH:12][cH:13]2)[cH:5][cH:6][cH:7]1.[OH2:72].[OH:57][n:58]1[c:59]2[cH:60][cH:61][cH:62][cH:63][c:64]2[n:65][n:66]1>>[NH:1]([CH2:2][c:3]1[n:4](-[c:8]2[c:9]([Cl:28])[c:10]([CH2:15][O:16][c:17]3[cH:18][cH:19][cH:20][c:21]4[cH:22][cH:23][c:24]([CH3:27])[n:25][c:26]34)[c:11]([Cl:14])[cH:12][cH:13]2)[cH:5][cH:6][cH:7]1)[C:39]([CH:38]=[CH:37][c:36]1[cH:35][cH:34][c:33]([C:31]([N:30]([CH3:29])[CH3:44])=[O:32])[cH:43][cH:42]1)=[O:40]. Product: C12CN(CC(CC1)O2)C2=C1C(=NC(=N2)C2=CC=C(C=C2)NC(=O)NC2=CC=C(C=C2)OCCN(C)C)N(N=C1)CC (1-(4-(4-(8-oxa-3-azabicyclo[3.2.1]octan-3-yl)-1-ethyl-1H-pyrazolo[3,4-d]pyrimidin-6-yl)phenyl)-3-(4-(2-(dimethylamino)ethoxy)phenyl)urea). Reactants: NC1=CC=CC=C1 (aniline), NC(=O)N (urea), C12CN(CC(CC1)O2)C2=C1C(=NC(=N2)C2=CC=C(C=C2)NC(=O)NCC)N(N=C1)C1CCN(CC1)C(=O)OCC (ethyl 4-(4-(8-oxa-3-azabicyclo[3.2.1]octan-3-yl)-6-(4-(3-ethylureido)phenyl)-1H-pyrazolo[3,4-d]pyrimidin-1-yl)piperidine-1-carboxylate), CN(CCOC1=CC=C(N)C=C1)C (4-(2-(dimethylamino)ethoxy)aniline). Procedure: A urea formation procedure similar to that used for the synthesis of ethyl 4-(4-(8-oxa-3-azabicyclo[3.2.1]octan-3-yl)-6-(4-(3-ethylureido)phenyl)-1H-pyrazolo[3,4-d]pyrimidin-1-yl)piperidine-1-carboxylate is used, utilizing 4-(2-(dimethylamino)ethoxy)aniline as the aniline component. (23%, MS=557.3 (M+H)) RXN SMILES: NC(N)=O.[CH:5]12[O:12][CH:9]([CH2:10][CH2:11]1)[CH2:8][N:7]([C:13]1[N:18]=[C:17]([C:19]3[CH:24]=[CH:23][C:22]([NH:25][C:26]([NH:28][CH2:29][CH3:30])=[O:27])=[CH:21][CH:20]=3)[N:16]=[C:15]3[N:31]([CH:34]4[CH2:39]CN(C(OCC)=O)CC4)[N:32]=[CH:33][C:14]=13)[CH2:6]2.[CH3:45][N:46]([CH3:57])[CH2:47][CH2:48][O:49][C:50]1[CH:56]=CC(N)=[CH:52][CH:51]=1.NC1C=CC=CC=1>>[CH:5]12[O:12][CH:9]([CH2:10][CH2:11]1)[CH2:8][N:7]([C:13]1[N:18]=[C:17]([C:19]3[CH:20]=[CH:21][C:22]([NH:25][C:26]([NH:28][C:29]4[CH:52]=[CH:51][C:50]([O:49][CH2:48][CH2:47][N:46]([CH3:57])[CH3:45])=[CH:56][CH:30]=4)=[O:27])=[CH:23][CH:24]=3)[N:16]=[C:15]3[N:31]([CH2:34][CH3:39])[N:32]=[CH:33][C:14]=13)[CH2:6]2. Reactants: C(C)(C)(C)OC(=O)N[C@@H]1CC[C@H](CC1)N (N-tert-butoxycarbonyl-trans-1,4-cyclohexanediamine), [I-].[Na+] (sodium iodide), ClCCCCCl (1,4-dichlorobutane), C([O-])([O-])=O.[K+].[K+] (potassium carbonate). The solvent is O (Water), C(C)O.O (ethanol water). Reaction conditions: temperature 90 celsius, time 12 day. Product: C(C)(C)(C)OC(=O)N[C@@H]1CC[C@H](CC1)N1CCCC1 (N-tert-butoxycarbonyl trans-4-(1-pyrrolidinyl)cyclohexylamine). Isolated yield 72.3%. As a reaction SMILES: [C:1]([O:5][C:6]([NH:8][C@H:9]1[CH2:14][CH2:13][C@H:12]([NH2:15])[CH2:11][CH2:10]1)=[O:7])([CH3:4])([CH3:3])[CH3:2].Cl[CH2:17][CH2:18][CH2:19][CH2:20]Cl.C(=O)([O-])[O-].[K+].[K+].[I-].[Na+]>O.C(O)C.O>[C:1]([O:5][C:6]([NH:8][C@H:9]1[CH2:10][CH2:11][C@H:12]([N:15]2[CH2:20][CH2:19][CH2:18][CH2:17]2)[CH2:13][CH2:14]1)=[O:7])([CH3:4])([CH3:2])[CH3:3] |f:2.3.4,5.6,8.9|. Procedure: A mixture comprising 500 mg of N-tert-butoxycarbonyl-trans-1,4-cyclohexanediamine, 326 mg of 1,4-dichlorobutane, 805 mg of potassium carbonate, 70 mg of sodium iodide and ethanol-water (8 ml–2 ml) was stirred at 90° C. for 12 days. Water was added to the reaction mixture, and the resulting mixture was extracted with chloroform. The extract was washed with brine, dried over anhydrous sodium sulfate, and then, the solvent was removed under reduced pressure. The obtained residue was purified by sil... Reactants: NC1=C(C=C(C=C1)C1=CC(=CC=C1)Cl)C(C)=O (1-(4-amino-3′-chloro-biphenyl-3-yl)-ethanone), C(#C)[Mg]Br (ethynylmagnesium bromide), C1=CN(C=N1)C(=O)N2C=CN=C2 (CDI). The product is ClC=1C=C(C=CC1)C1=CC2=C(NC(OC2(C)C#C)=O)C=C1 (6-(3-Chlorophenyl)-4-ethynyl-4-methyl-1,4-dihydro-benzo[d][1.3]oxazin-2-one). As a reaction SMILES: [NH2:1][C:2]1[CH:7]=[CH:6][C:5]([C:8]2[CH:13]=[CH:12][CH:11]=[C:10]([Cl:14])[CH:9]=2)=[CH:4][C:3]=1[C:15](=[O:17])[CH3:16].[C:18]([Mg]Br)#[CH:19].C1N=CN([C:27](N2C=NC=C2)=[O:28])C=1>>[Cl:14][C:10]1[CH:9]=[C:8]([C:5]2[CH:6]=[CH:7][C:2]3[NH:1][C:27](=[O:28])[O:17][C:15]([C:18]#[CH:19])([CH3:16])[C:3]=3[CH:4]=2)[CH:13]=[CH:12][CH:11]=1. Procedure details: Prepared from 1-(4-amino-3′-chloro-biphenyl-3-yl)-ethanone (0.2 g, 0.82 mmol) and ethynylmagnesium bromide followed by treatment with CDI according to procedure C. Off-white solid: mp 185-186° C.; 1H-NMR (CDCl3) δ 8.18 (s, 1H, D2O exchangeable), 7.53 (t, 1H, J=1.7 Hz), 7.49 (s, 1H), 7.31-7.48 (m, 4H), 6.92 (d, 1H, J=8.1 Hz), 2.81 (s, 1H), 1.87 (s, 3H); MS (ESI) m/z 304 ([M−H]−, 100%), Anal. Calc. For C17H12ClNO2: C, 68.58; H, 4.06; N, 4.70. Found: C, 68.24; H, 3.94; N, 4.65.